This data is from the Open Reaction Database (ORD), a public repository of structured organic reaction records. The task is: describe an organic reaction: reactants, conditions, products, and yield Starting materials: C1CCOC1, CC(=O)c1ccccc1, CS(C)=O, C[S+](C)C, [H-], [I-], [Na+], O. The product is CC1(c2ccccc2)CO1. RXN SMILES: [CH2:21]1[O:22][CH2:23][CH2:24][CH2:25]1.[CH3:12][C:13](=[O:14])[c:15]1[cH:16][cH:17][cH:18][cH:19][cH:20]1.[CH3:1][S:2]([CH3:3])=[O:4].[CH3:8][S+:9]([CH3:10])[CH3:11].[H-:6].[I-:7].[Na+:5].[OH2:26]>>[CH2:8]1[C:13]([CH3:12])([c:15]2[cH:16][cH:17][cH:18][cH:19][cH:20]2)[O:14]1.